This data is from the Open Reaction Database (ORD), a public repository of structured organic reaction records. The task is: describe an organic reaction: reactants, conditions, products, and yield Starting materials: C(C)(C)(C)OO (t-butyl hydroperoxide), [O-]O.C1(=CC=CC=C1)C(C)C (cumene hydroperoxide). Yields the product CC(CC(C)(C)C)(C)OO (1,1,3,3-tetramethylbutyl hydroperoxide). Reaction SMILES: [C:1]([O:5][OH:6])([CH3:4])([CH3:3])[CH3:2].[O-]O.[C:9]1([CH:15](C)C)[CH:14]=CC=C[CH:10]=1>>[CH3:2][C:1]([O:5][OH:6])([CH3:4])[CH2:3][C:9]([CH3:15])([CH3:14])[CH3:10] |f:1.2|. Procedure details: t-butyl hydroperoxide; cumene hydroperoxide;